Dataset: the Open Reaction Database (ORD), a public repository of structured organic reaction records. Task: describe an organic reaction: reactants, conditions, products, and yield Starting materials: solid, Cl.Cl.Cl.O1CCC=2C(=NC=CC21)N2CCN(CC2)CC[C@@H]2CC[C@H](CC2)N (trans-4-{2-[4-(2,3-dihydrofuro[3,2-c]pyridin-4-yl)-piperazin-1-yl]-ethyl}-cyclohexanamine trihydrochloride), Cl.Cl.Cl.O1CCC=2C(=NC=CC21)N2CCN(CC2)CC[C@@H]2CC[C@H](CC2)N (trans-4-{2-[4-(2,3-dihydrofuro[3,2-c]pyridin-4-yl)-piperazin-1-yl]-ethyl}-cyclohexanamine trihydrochloride), OCC(=O)O (hydroxyacetic acid). Product: O1CCC=2C(=NC=CC21)N2CCN(CC2)CC[C@@H]2CC[C@H](CC2)NC(CO)=O (trans-N-(4-{2-[4-(2,3-Dihydrofuro[3,2-c]pyridin-4-yl)-piperazin-1-yl]-ethyl}-cyclohexyl)-hydroxyacetamide). RXN SMILES: Cl.Cl.Cl.[O:4]1[C:12]2[CH:11]=[CH:10][N:9]=[C:8]([N:13]3[CH2:18][CH2:17][N:16]([CH2:19][CH2:20][C@H:21]4[CH2:26][CH2:25][C@H:24]([NH2:27])[CH2:23][CH2:22]4)[CH2:15][CH2:14]3)[C:7]=2[CH2:6][CH2:5]1.[OH:28][CH2:29][C:30](O)=[O:31]>>[O:4]1[C:12]2[CH:11]=[CH:10][N:9]=[C:8]([N:13]3[CH2:18][CH2:17][N:16]([CH2:19][CH2:20][C@H:21]4[CH2:26][CH2:25][C@H:24]([NH:27][C:29](=[O:28])[CH2:30][OH:31])[CH2:23][CH2:22]4)[CH2:15][CH2:14]3)[C:7]=2[CH2:6][CH2:5]1 |f:0.1.2.3|. Reported procedure: The title compound, white solid (110 mg, 94%), MS (ISP) m/z=389.3 [(M+H)+], mp 237° C., was prepared in accordance with the general method of example 32 from trans-4-{2-[4-(2,3-dihydrofuro[3,2-c]pyridin-4-yl)-piperazin-1-yl]-ethyl}-cyclohexanamine trihydrochloride (intermediate C) (132 mg, 0.3 mmol) and hydroxyacetic acid. Run at time 30 minute. As a reaction SMILES: [CH3:1][CH:2]1[C:7](=[O:8])[N:6]([CH3:9])[C:5]2[CH:10]=[CH:11][CH:12]=[CH:13][C:4]=2[S:3]1.S(Cl)(Cl)(=O)=O.[C:19]1([OH:25])[CH:24]=[CH:23][CH:22]=[CH:21][CH:20]=1.[Cl-].[Al+3].[Cl-].[Cl-]>C(Cl)Cl>[CH3:1][C:2]1([C:22]2[CH:23]=[CH:24][C:19]([OH:25])=[CH:20][CH:21]=2)[C:7](=[O:8])[N:6]([CH3:9])[C:5]2[CH:10]=[CH:11][CH:12]=[CH:13][C:4]=2[S:3]1 |f:3.4.5.6|. The reactants are CC1SC2=C(N(C1=O)C)C=CC=C2 (3,4-dihydro-2,4-dimethyl-3-oxo-2H-1,4-benzothiazine), S(=O)(=O)(Cl)Cl (sulfuryl chloride), C1(=CC=CC=C1)O (phenol), [Cl-].[Al+3].[Cl-].[Cl-] (aluminum chloride). Product: CC1(SC2=C(N(C1=O)C)C=CC=C2)C2=CC=C(C=C2)O (3,4-Dihydro-2,4-dimethyl-2-(4-hydroxyphenyl)-3-oxo-2H-1,4-benzothiazine). Procedure: To a stirred solution of 3,4-dihydro-2,4-dimethyl-3-oxo-2H-1,4-benzothiazine (4.8 g) in methylene chloride (25 ml), sulfuryl chloride (3.5 g) is added under ice-cooling. The mixture is stirred for 30 minutes, and added into a solution of phenol (2.4 g) and aluminum chloride (3.3 g) in methylene chloride (20 ml) with stirring under ice-cooling. The mixture is stirred for 1 hour under ice-cooling, and washed with water, saturated aqueous sodium bicarbonate solution and saturated aqueous sodium chl... Isolated yield 90.3%. Solvent: C(Cl)Cl (methylene chloride), C(Cl)Cl (methylene chloride). The reactants are OC=1C=CC(=NC1)C(=O)N(C)OC (5-hydroxy-N-methoxy-N-methylpicolinamide), C(=O)([O-])[O-].[K+].[K+] (K2CO3), C(C1=CC=CC=C1)Br (benzyl bromide). Solvent: CC(=O)C (acetone). Conditions: temperature 50 celsius, time 14 hour. Product: C(C1=CC=CC=C1)OC=1C=CC(=NC1)C(=O)N(C)OC (5-(Benzyloxy)-N-methoxy-N-methylpyridine-2-carboxamide). RXN SMILES: [OH:1][C:2]1[CH:3]=[CH:4][C:5]([C:8]([N:10]([O:12][CH3:13])[CH3:11])=[O:9])=[N:6][CH:7]=1.C([O-])([O-])=O.[K+].[K+].[CH2:20](Br)[C:21]1[CH:26]=[CH:25][CH:24]=[CH:23][CH:22]=1>CC(C)=O>[CH2:20]([O:1][C:2]1[CH:3]=[CH:4][C:5]([C:8]([N:10]([O:12][CH3:13])[CH3:11])=[O:9])=[N:6][CH:7]=1)[C:21]1[CH:26]=[CH:25][CH:24]=[CH:23][CH:22]=1 |f:1.2.3|. Procedure: A mixture of 5-hydroxy-N-methoxy-N-methylpicolinamide (7.51 g), K2CO3 (6.27 g) and benzyl bromide (2.83 mL) in acetone (70 mL) was stirred at 50° C. for 14 h, evaporated, treated with water and extracted with AcOEt. The organic layer was dried over Na2SO4 and concentrated under reduced pressure. The residue was purified by silica gel column chromatography (AcOEt/hexane) to the title compound (4.87 g). Reactants: O=C([O-])[O-], CN(C)C=O, Cc1ccccc1, O=C1NCCCc2cc(CCCl)sc21, Cl, Fc1ccc2c(C3CCNCC3)noc2c1, [I-], [K+], [K+], [K+]. The product is O=C1NCCCc2cc(CCN3CCC(c4noc5cc(F)ccc45)CC3)sc21. Reaction SMILES: [C:32](=[O:33])([O-:34])[O-:35].[CH3:40][N:41]([CH3:42])[CH:43]=[O:44].[CH3:45][c:46]1[cH:47][cH:48][cH:49][cH:50][cH:51]1.[Cl:1][CH2:2][CH2:3][c:4]1[cH:5][c:6]2[c:7]([s:14]1)[C:8](=[O:13])[NH:9][CH2:10][CH2:11][CH2:12]2.[ClH:15].[F:16][c:17]1[cH:18][c:19]2[c:20]([c:21]([CH:24]3[CH2:25][CH2:26][NH:27][CH2:28][CH2:29]3)[n:22][o:23]2)[cH:30][cH:31]1.[I-:39].[K+:36].[K+:37].[K+:38]>>[CH2:2]([CH2:3][c:4]1[cH:5][c:6]2[c:7]([s:14]1)[C:8](=[O:13])[NH:9][CH2:10][CH2:11][CH2:12]2)[N:27]1[CH2:26][CH2:25][CH:24]([c:21]2[c:20]3[c:19]([cH:18][c:17]([F:16])[cH:31][cH:30]3)[o:23][n:22]2)[CH2:29][CH2:28]1. The reactants are [F-].[K+] (potassium fluoride), NCC1=CC(=NC(=N1)C)OC1=CC=C(C=C1)CS(=O)(=O)NC (1-[4-[6-(aminomethyl)-2-methyl-pyrimidin-4-yl]oxyphenyl]-N-methyl-methanesulfonamide), ClC1=NC=C(C=N1)Cl (2,5-dichloropyrimidine). Run in CS(=O)C (DMSO). Conditions: temperature 120 celsius. Yields the product ClC=1C=NC(=NC1)NCC1=CC(=NC(=N1)C)OC1=CC=C(C=C1)CS(=O)(=O)NC (1-[4-[6-[[(5-Chloropyrimidin-2-yl)amino]methyl]-2-methyl-pyrimidin-4-yl]oxyphenyl]-N-methyl-methanesulfonamide). RXN SMILES: [F-].[K+].[NH2:3][CH2:4][C:5]1[N:10]=[C:9]([CH3:11])[N:8]=[C:7]([O:12][C:13]2[CH:18]=[CH:17][C:16]([CH2:19][S:20]([NH:23][CH3:24])(=[O:22])=[O:21])=[CH:15][CH:14]=2)[CH:6]=1.Cl[C:26]1[N:31]=[CH:30][C:29]([Cl:32])=[CH:28][N:27]=1>CS(C)=O>[Cl:32][C:29]1[CH:28]=[N:27][C:26]([NH:3][CH2:4][C:5]2[N:10]=[C:9]([CH3:11])[N:8]=[C:7]([O:12][C:13]3[CH:14]=[CH:15][C:16]([CH2:19][S:20]([NH:23][CH3:24])(=[O:22])=[O:21])=[CH:17][CH:18]=3)[CH:6]=2)=[N:31][CH:30]=1 |f:0.1|. Reported procedure: Add potassium fluoride (1.82 g, 31.33 mmol) to a solution of 1-[4-[6-(aminomethyl)-2-methyl-pyrimidin-4-yl]oxyphenyl]-N-methyl-methanesulfonamide (11.1 g, 24.10 mmol) and 2,5-dichloropyrimidine (4.31 g, 28.92 mmol) in DMSO (111 mL). Heat the reaction mixture at 120° C. for two hours. Thereafter cool the mixture to room temperature; add water (200 mL), and extract with EtOAc (3×200 mL). Combine the organic extracts; sequentially wash the organic extracts with water (300 mL) then brine (300 mL); d... Reactants: C(C1=CC=CC=C1)SC1=NC=NC=C1C1C(CC2=CC=CC=C12)(C)C (4-benzylthio-5-(2,2-dimethylindan-1-yl)pyrimidine), CN (methylamine), S([O-])(O)=O.[Na+] (sodium bisulfite), Cl (hydrochloric acid), ClC1=NC=NC=C1C1C(CC2=CC=CC=C12)(C)C (4-chloro-5-(2,2-dimethylindan-1-yl)pyrimidine), C(C1=CC=CC=C1)Cl (benzyl chloride), Cl[O-].[Na+] (sodium hypochlorite), [OH-].[Na+] (sodium hydroxide). Run in ClCCl (dichloromethane), O1CCCC1 (tetrahydrofuran), O (water), O (water). Reaction conditions: temperature 5 celsius, time 1 hour. The product is CC1(C(C2=CC=CC=C2C1)C=1C(=NC=NC1)S(=O)(=O)NC)C (5-(2,2-Dimethylindan-1-yl)-4-(N-methylaminosulfonyl)pyrimidine). Yield: 26.0%. Reaction SMILES: C(S[C:9]1[C:14]([CH:15]2[C:23]3[C:18](=[CH:19][CH:20]=[CH:21][CH:22]=3)[CH2:17][C:16]2([CH3:25])[CH3:24])=[CH:13][N:12]=[CH:11][N:10]=1)C1C=CC=CC=1.Cl.Cl[O-].[Na+].[S:30](=[O:33])(O)[O-:31].[Na+].CN.[OH-].[Na+].C(Cl)C1C=CC=CC=1.Cl[C:48]1C(C2C3C(=CC=CC=3)CC2(C)C)=CN=C[N:49]=1>ClCCl.O.O1CCCC1>[CH3:24][C:16]1([CH3:25])[CH2:17][C:18]2[C:23](=[CH:22][CH:21]=[CH:20][CH:19]=2)[CH:15]1[C:14]1[C:13]([S:30]([NH:49][CH3:48])(=[O:33])=[O:31])=[N:12][CH:11]=[N:10][CH:9]=1 |f:2.3,4.5,7.8|. Procedure: A 3.0 g (8.7 mmol) sample of 4-benzylthio-5-(2,2-dimethylindan-1-yl)pyrimidine was dissolved in 100 mL of dichloromethane and 50 mL of water and 4.2 g of concentrated aqueous hydrochloric acid were added. The resulting mixture was cooled to 5° C. and 60 mL of commercial bleach (5.25 percent sodium hypochlorite solution) was added dropwise with stirring and cooling over a 12-min period. The mixture was then stirred for 30 min at 5°-6° C. A solution of 1.5 g of sodium bisulfite in 15 mL of water w... Reactants: [BH4-], CCO, [Cl-], CCOS(=O)(=O)C=CC1OC(n2cnc3c(Cl)ncnc32)C2OC(C)(C)OC12, [NH4+], [Na+], O. Yields the product CCOS(=O)(=O)CCC1OC(n2cnc3c(Cl)ncnc32)C2OC(C)(C)OC12. RXN SMILES: [BH4-:32].[CH3:29][CH2:30][OH:31].[Cl-:35].[Cl:1][c:2]1[c:3]2[n:4][cH:5][n:6]([CH:11]3[O:12][CH:13]([CH:21]=[CH:22][S:23](=[O:24])(=[O:25])[O:26][CH2:27][CH3:28])[CH:14]4[CH:15]3[O:16][C:17]([CH3:19])([CH3:20])[O:18]4)[c:7]2[n:8][cH:9][n:10]1.[NH4+:36].[Na+:33].[OH2:34]>>[Cl:1][c:2]1[c:3]2[n:4][cH:5][n:6]([CH:11]3[O:12][CH:13]([CH2:21][CH2:22][S:23](=[O:24])(=[O:25])[O:26][CH2:27][CH3:28])[CH:14]4[CH:15]3[O:16][C:17]([CH3:19])([CH3:20])[O:18]4)[c:7]2[n:8][cH:9][n:10]1. Reactants: C1CCOC1, CO, O=C(NCCc1ccc([N+](=O)[O-])cc1)C(F)(F)F. The product is Nc1ccc(CCNC(=O)C(F)(F)F)cc1. Reaction SMILES: [CH2:19]1[O:20][CH2:21][CH2:22][CH2:23]1.[CH3:24][OH:25].[N+:1]([O-:2])(=[O:3])[c:4]1[cH:5][cH:6][c:7]([CH2:10][CH2:11][NH:12][C:13]([C:14]([F:15])([F:16])[F:17])=[O:18])[cH:8][cH:9]1>>[NH2:1][c:4]1[cH:5][cH:6][c:7]([CH2:10][CH2:11][NH:12][C:13]([C:14]([F:15])([F:16])[F:17])=[O:18])[cH:8][cH:9]1. The reactants are FC(C=1C=C(C=CC1)C(CS(=O)(=O)C)=O)(F)F (m-trifluoromethyl-α-methanesulfonylacetophenone), COC(N(C)C)OC (N,N-dimethylformamide dimethylacetal). Solvent: C1(=CC=CC=C1)C (toluene). The product is FC(C=1C=C(C(=O)C(=CN(C)C)S(=O)(=O)C)C=CC1)(F)F (1-(3-trifluoromethylbenzoyl)-1-methanesulfonyl-2-(N,N-dimethylamino)ethene). Yield: 99.4%. RXN SMILES: [F:1][C:2]([F:17])([F:16])[C:3]1[CH:4]=[C:5]([C:9](=[O:15])[CH2:10][S:11]([CH3:14])(=[O:13])=[O:12])[CH:6]=[CH:7][CH:8]=1.CO[CH:20](OC)[N:21]([CH3:23])[CH3:22]>C1(C)C=CC=CC=1>[F:17][C:2]([F:1])([F:16])[C:3]1[CH:4]=[C:5]([CH:6]=[CH:7][CH:8]=1)[C:9]([C:10]([S:11]([CH3:14])(=[O:13])=[O:12])=[CH:20][N:21]([CH3:23])[CH3:22])=[O:15]. Reported procedure: 2.5 g of m-trifluoromethyl-α-methanesulfonylacetophenone and 1.4 g of N,N-dimethylformamide dimethylacetal were dissolved in 40 ml of toluene, and the resulting mixture was heated under reflux for 2 hours. The solvent was distilled away under reduced pressure. The residue was treated with column chromatography on silica gel, thereby obtaining 3 g of 1-(3-trifluoromethylbenzoyl)-1-methanesulfonyl-2-(N,N-dimethylamino)ethene (Compound 205). Reactants: O[C@@]1([C@H]2C3=CC=CC=C3[C@@H](C1)CC2)CCOS(=O)(=O)C2=CC=C(C=C2)C (rac-toluene-4-sulfonic acid (1R*,8R*,9R*)-2-(9-hydroxy-tricyclo[6.2.2.02,7]dodeca-2,4,6-trien-9-yl)ethyl ester), N1C(=NC2=C1C=CC=C2)CCCNC ([3-(1H-benzoimidazol-2-yl)-propyl]-methyl-amine). Run in CCN(C(C)C)C(C)C (DIPEA). Conditions: temperature 110 celsius. Yields the product N1C(=NC2=C1C=CC=C2)CCCN(CCC2(C1C3=CC=CC=C3C(C2)CC1)O)C (rac-(1R*,8R*,9R*)-9-(2-{[3-(1H-Benzoimidazol-2-yl)-propyl]-methyl-amino}-ethyl)-tricyclo[6.2.2.02,7]dodeca-2,4,6-trien-9-ol). RXN SMILES: [OH:1][C@@:2]1([CH2:14][CH2:15]OS(C2C=CC(C)=CC=2)(=O)=O)[CH2:11][C@H:10]2[CH2:12][CH2:13][C@@H:3]1[C:4]1[C:9]2=[CH:8][CH:7]=[CH:6][CH:5]=1.[NH:27]1[C:31]2[CH:32]=[CH:33][CH:34]=[CH:35][C:30]=2[N:29]=[C:28]1[CH2:36][CH2:37][CH2:38][NH:39][CH3:40]>CCN(C(C)C)C(C)C>[NH:27]1[C:31]2[CH:32]=[CH:33][CH:34]=[CH:35][C:30]=2[N:29]=[C:28]1[CH2:36][CH2:37][CH2:38][N:39]([CH3:40])[CH2:15][CH2:14][C:2]1([OH:1])[CH2:11][CH:10]2[CH2:12][CH2:13][CH:3]1[C:4]1[C:9]2=[CH:8][CH:7]=[CH:6][CH:5]=1. Procedure details: A mixture of 1000 mg of rac-toluene-4-sulfonic acid (1R*,8R*,9R*)-2-(9-hydroxy-tricyclo[6.2.2.02,7]dodeca-2,4,6-trien-9-yl)ethyl ester and 508 mg of [3-(1H-benzoimidazol-2-yl)-propyl]-methyl-amine in 2 mL of DIPEA was heated to 110° C. for 30 min. The reaction mixture was cooled to rt, quenched with MeOH-water and extracted with EtOAc. The organic phase was separated, dried over Na2SO4 and concentrated in vacuo to obtain 1.0 g as beige solid. A part of the crude product was purified by CC with E...